This data is from the Open Reaction Database (ORD), a public repository of structured organic reaction records. The task is: describe an organic reaction: reactants, conditions, products, and yield Starting materials: CC(C)N1CCCN(C(=O)C2CCNCC2)CC1, FC(F)(F)c1ccc(Cl)nn1. The product is CC(C)N1CCCN(C(=O)C2CCN(c3ccc(C(F)(F)F)nn3)CC2)CC1, Cl. RXN SMILES: [CH:1]([CH3:2])([CH3:3])[N:4]1[CH2:5][CH2:6][N:7]([C:11](=[O:12])[CH:13]2[CH2:14][CH2:15][NH:16][CH2:17][CH2:18]2)[CH2:8][CH2:9][CH2:10]1.[Cl:19][c:20]1[n:21][n:22][c:23]([C:26]([F:27])([F:28])[F:29])[cH:24][cH:25]1>>[CH:1]([CH3:2])([CH3:3])[N:4]1[CH2:5][CH2:6][N:7]([C:11](=[O:12])[CH:13]2[CH2:14][CH2:15][N:16]([c:20]3[n:21][n:22][c:23]([C:26]([F:27])([F:28])[F:29])[cH:24][cH:25]3)[CH2:17][CH2:18]2)[CH2:8][CH2:9][CH2:10]1.[ClH:19]. Starting materials: II (iodine), [Mg] (magnesium), BrCCCCCOC1OCCCC1 (5-bromo-1-(tetrahydropyran-2-yloxy)pentane), C(C)Br (ethyl bromide), C(C)(CC)OC(\C=C\C)=O (crotonic acid sec-butyl ester), cuprous chloride, [Cl-].[NH4+] (ammonium chloride). The solvent is O1CCCC1 (tetrahydrofuran). Reaction conditions: temperature 0 celsius, time 15 minute. The product is C(C)(CC)OC(CC(CCCCCOC1OCCCC1)C)=O (3-methyl-8-(tetrahydropyran-2-yloxy)octanoic acid sec-butyl ester). Yield: 46.4%. Reaction SMILES: [Mg].Br[CH2:3][CH2:4][CH2:5][CH2:6][CH2:7][O:8][CH:9]1[CH2:14][CH2:13][CH2:12][CH2:11][O:10]1.C(Br)C.II.[CH:20]([O:24][C:25](=[O:29])/[CH:26]=[CH:27]/[CH3:28])([CH2:22][CH3:23])[CH3:21].[Cl-].[NH4+]>O1CCCC1>[CH:20]([O:24][C:25](=[O:29])[CH2:26][CH:27]([CH3:28])[CH2:3][CH2:4][CH2:5][CH2:6][CH2:7][O:8][CH:9]1[CH2:14][CH2:13][CH2:12][CH2:11][O:10]1)([CH2:22][CH3:23])[CH3:21] |f:5.6|. Procedure: Under an atmosphere of nitrogen, a mixture of 250 mg of magnesium, 2.8 g of 5-bromo-1-(tetrahydropyran-2-yloxy)pentane, 200 μl of ethyl bromide, a trace amount of iodine and 4 ml of tetrahydrofuran was refluxed with heating for one hour. To it were added 516 mg of crotonic acid sec-butyl ester and 14 mg of cuprous chloride at 0° C. over a period of 30 minutes, the mixture stirred at 0° C. for 15 minutes, and then at room temperature for one hour. The reaction mixture was poured into a saturated ... The reactants are COC=1C=C(C=CC1OC)C1(CN(CC1)C(C1=CC(=C(C(=C1)OCC)OCC)OCC)=O)CCCS(=O)(=O)[O-] (2-[3-(3,4-dimethoxy-phenyl)-1-(3,4,5-triethoxy-benzoyl)-pyrrolidin-3-yl]-ethyl-methanesulfonate), Cl.C1(=CC=CC=C1)C1(CCNCC1)C(=O)N (4-phenyl-piperidine-4-carboxylic acid amide hydrochloride). Product: COC=1C=C(C=CC1OC)C1(CN(CC1)C(C1=CC(=C(C(=C1)OCC)OCC)OCC)=O)CCN1CCC(CC1)(C(=O)N)C1=CC=CC=C1 (1-[2-[3-(3,4-dimethoxy-phenyl)-1-(3,4,5-triethoxy-benzoyl)-pyrrolidin-3-yl]-ethyl]-4-phenyl-piperidine-4-carboxylic acid amide). RXN SMILES: [CH3:1][O:2][C:3]1[CH:4]=[C:5]([C:11]2([CH2:33][CH2:34]CS([O-])(=O)=O)[CH2:15][CH2:14][N:13]([C:16](=[O:32])[C:17]3[CH:22]=[C:21]([O:23][CH2:24][CH3:25])[C:20]([O:26][CH2:27][CH3:28])=[C:19]([O:29][CH2:30][CH3:31])[CH:18]=3)[CH2:12]2)[CH:6]=[CH:7][C:8]=1[O:9][CH3:10].Cl.[C:41]1([C:47]2([C:53]([NH2:55])=[O:54])[CH2:52][CH2:51][NH:50][CH2:49][CH2:48]2)[CH:46]=[CH:45][CH:44]=[CH:43][CH:42]=1>>[CH3:1][O:2][C:3]1[CH:4]=[C:5]([C:11]2([CH2:33][CH2:34][N:50]3[CH2:49][CH2:48][C:47]([C:41]4[CH:42]=[CH:43][CH:44]=[CH:45][CH:46]=4)([C:53]([NH2:55])=[O:54])[CH2:52][CH2:51]3)[CH2:15][CH2:14][N:13]([C:16](=[O:32])[C:17]3[CH:18]=[C:19]([O:29][CH2:30][CH3:31])[C:20]([O:26][CH2:27][CH3:28])=[C:21]([O:23][CH2:24][CH3:25])[CH:22]=3)[CH2:12]2)[CH:6]=[CH:7][C:8]=1[O:9][CH3:10] |f:1.2|. Procedure: Prepare by the method of example 3.3 using 2-[3-(3,4-dimethoxy-phenyl)-1-(3,4,5-triethoxy-benzoyl)-pyrrolidin-3-yl]-ethyl-methanesulfonate (8 mmol) and 4-phenyl-piperidine-4-carboxylic acid amide hydrochloride (12 mmol). Chromatograph on silica gel to give the title compound. Reactants: CS(=O)C (dimethyl sulfoxide), ClS(=O)(=O)C1=NN2C(=NC3=C(C2=N1)C=CC=N3)OC (2-chlorosulfonyl-5-methoxypyrido[3,2-e][1,2,4]triazolo[1,5-c]pyrimidine), ClC1=C(N)C(=CC=C1)Cl (2,6-dichloroaniline), N1=CC=CC=C1 (pyridine). Solvent: C(C)#N (acetonitrile). The product is ClC1=C(C(=CC=C1)Cl)NS(=O)(=O)C1=NN2C(=NC3=C(C2=N1)C=CC=N3)OC (N-(2,6-dichlorophenyl)-5-methoxypyrido[3,2-e][1,2,4]triazolo[1,5-c]pyrimidine-2-sulfonamide). The yield is 8.8%. RXN SMILES: Cl[S:2]([C:5]1[N:13]=[C:12]2[N:7]([C:8]([O:18][CH3:19])=[N:9][C:10]3[N:17]=[CH:16][CH:15]=[CH:14][C:11]=32)[N:6]=1)(=[O:4])=[O:3].[Cl:20][C:21]1[CH:27]=[CH:26][CH:25]=[C:24]([Cl:28])[C:22]=1[NH2:23].N1C=CC=CC=1.CS(C)=O>C(#N)C>[Cl:20][C:21]1[CH:27]=[CH:26][CH:25]=[C:24]([Cl:28])[C:22]=1[NH:23][S:2]([C:5]1[N:13]=[C:12]2[N:7]([C:8]([O:18][CH3:19])=[N:9][C:10]3[N:17]=[CH:16][CH:15]=[CH:14][C:11]=32)[N:6]=1)(=[O:4])=[O:3]. Reported procedure: A mixture of 2.0 g (6.7 mmol) of 2-chlorosulfonyl-5-methoxypyrido[3,2-e][1,2,4]triazolo[1,5-c]pyrimidine, 2.2 g (13.3 mmol) of 2,6-dichloroaniline, 0.50 g (67 mmol) of pyridine, and 30 mL of dry acetonitrile was prepared and to this was added with stirring at ambient temperature 95 microliters (1.3mmol) of dimethyl sulfoxide. The mixture was allowed to react overnight and was then concentrated by evaporation under reduced pressure. The residue was diluted with dichloromethane and water and the r... Reactants: Cl.N1=CC=C(C=C1)CC#N (4-pyridyl acetonitrile hydrochloride), [Na] (sodium), FC=1C=C(C=O)C=CC1 (3-fluorobenzaldehyde). The solvent is C(C)O (ethanol). Conditions: time 10 minute. Product: FC=1C=C(C=CC1)C=C(C#N)C1=CC=NC=C1 (3-(3-Fluorophenyl)-2-(4-pyridyl)-2-propene nitrile). The yield is 56.3%. RXN SMILES: [Na].Cl.[N:3]1[CH:8]=[CH:7][C:6]([CH2:9][C:10]#[N:11])=[CH:5][CH:4]=1.[F:12][C:13]1[CH:14]=[C:15]([CH:18]=[CH:19][CH:20]=1)[CH:16]=O>C(O)C>[F:12][C:13]1[CH:14]=[C:15]([CH:16]=[C:9]([C:6]2[CH:7]=[CH:8][N:3]=[CH:4][CH:5]=2)[C:10]#[N:11])[CH:18]=[CH:19][CH:20]=1 |f:1.2,^1:0|. Procedure: After sodium (3.0 g, 130 mmol) was dissolved in ethanol (150 mL), 4-pyridyl acetonitrile hydrochloride (33 g, 121 mmol) was added thereto and stirred at room temperature. After 10 minutes, 3-fluorobenzaldehyde (8 g, 65 mmol) was added thereto and stirred as such for 30 minutes. The resulting precipitates were collected by filtration and washed with a small amount of water, to give the title compound (8.2 g, 56%) as a colorless solid. Yields the product CC(C%16=CC=CN=C%16)O[C@H]%17C[C@H]%18CC[C@H](N%18C)C%17. Reagents/catalysts: O=C([O-])[O-].[Cs+].[Cs+] (cesium carbonate), [I-].[K+] (potassium iodide). Reactants: CC(Cl)c1cccnc1, O[C@H]1C[C@H]2CC[C@H](N2C)C1. Solvent: CN(C)C=O (DMF), CN(C)C=O (dmf), CN(C)C=O (DMF). Conditions: temperature 70 celsius, time 16 hour.